This data is from the Open Reaction Database (ORD), a public repository of structured organic reaction records. The task is: describe an organic reaction: reactants, conditions, products, and yield Starting materials: COc1cc(CCCBr)ccc1C, [C-]#N, CC(C)=O, CCO, [K+], O. Yields the product COc1cc(CCCC#N)ccc1C. Reaction SMILES: [Br:1][CH2:2][CH2:3][CH2:4][c:5]1[cH:6][c:7]([O:12][CH3:13])[c:8]([CH3:11])[cH:9][cH:10]1.[C-:14]#[N:15].[CH3:17][C:18](=[O:19])[CH3:20].[CH3:21][CH2:22][OH:23].[K+:16].[OH2:24]>>[CH2:2]([CH2:3][CH2:4][c:5]1[cH:6][c:7]([O:12][CH3:13])[c:8]([CH3:11])[cH:9][cH:10]1)[C:14]#[N:15]. Reactants: N1N=NC2=C1C=CC=C2 (benzotriazole), C=O (formalin), [OH-].[Na+] (sodium hydroxide), C(C)(=O)OCC (ethyl acetate). Solvent: CN(C=O)C (dimethylformamide). Product: OCN1N=NC2=C1C=CC=C2 (1-(hydroxymethyl)benzotriazole). As a reaction SMILES: [NH:1]1[C:5]2[CH:6]=[CH:7][CH:8]=[CH:9][C:4]=2[N:3]=[N:2]1.C=O.[OH-].[Na+].[C:14](OCC)(=[O:16])C>CN(C)C=O>[OH:16][CH2:14][N:1]1[C:5]2[CH:6]=[CH:7][CH:8]=[CH:9][C:4]=2[N:3]=[N:2]1 |f:2.3|. Procedure: A slurry of benzotriazole (11.9 g) and 30% formalin (8.3 ml) was heated to reflux in 100 ml of 25% aqueous dimethylformamide. A trace of starting material remained. The solution was treated with 1.0 ml of 10% aqueous sodium hydroxide and heated to reflux again. An aqueous ethyl acetate extractive work up afforded 1-(hydroxymethyl)benzotriazole (8.65 g).